From a dataset of the Open Reaction Database (ORD), a public repository of structured organic reaction records. describe an organic reaction: reactants, conditions, products, and yield The reactants are FC1=CC=C(C=C1)[Si](CN1N=CN=C1SC)(C)C1=CC=C(C=C1)F (bis(4-fluorophenyl)methyl(5-methylthio-1H-1,2,4-triazol-1-ylmethyl)silane), ClC1=CC(=CC=C1)C(=O)OO (m-chloroperbenzoic acid). Solvent: C(Cl)Cl (methylene chloride), C(Cl)Cl (methylene chloride). Reaction conditions: time 3 hour. The product is FC1=CC=C(C=C1)[Si](CN1N=CN=C1S(=O)C)(C)C1=CC=C(C=C1)F (bis(4-Fluorophenyl)methyl(5-methylsulfinyl-1H-1,2,4-triazol-1-ylmethyl)silane). The yield is 111.3%. RXN SMILES: [F:1][C:2]1[CH:7]=[CH:6][C:5]([Si:8]([C:18]2[CH:23]=[CH:22][C:21]([F:24])=[CH:20][CH:19]=2)([CH3:17])[CH2:9][N:10]2[C:14]([S:15][CH3:16])=[N:13][CH:12]=[N:11]2)=[CH:4][CH:3]=1.ClC1C=CC=C(C(OO)=[O:33])C=1>C(Cl)Cl>[F:1][C:2]1[CH:7]=[CH:6][C:5]([Si:8]([C:18]2[CH:19]=[CH:20][C:21]([F:24])=[CH:22][CH:23]=2)([CH3:17])[CH2:9][N:10]2[C:14]([S:15]([CH3:16])=[O:33])=[N:13][CH:12]=[N:11]2)=[CH:4][CH:3]=1. Procedure: To a solution of 1.8 g (0.005 mol) of bis(4-fluorophenyl)methyl(5-methylthio-1H-1,2,4-triazol-1-ylmethyl)silane in 15 mL of methylene chloride cooled to 0° C. was added 1.1 g (0.005 mol) of m-chloroperbenzoic acid (80%). The reaction temperature rose to 10°. The reaction mixture was stirred at 25° for 3 hours, then diluted with methylene chloride, washed with 7% aqueous NaHCO3 and brine, dried over Na2SO4 and evaporated to give 2.1 g of the title compound as an oil, pure except for traces of sol...